Dataset: the Open Reaction Database (ORD), a public repository of structured organic reaction records. Task: describe an organic reaction: reactants, conditions, products, and yield Reactants: BrC=1C=C(C=NC1Cl)OC[C@@H]1N(CCC1)C (5-bromo-6-chloro-3-(1-methyl-2-(R)-pyrrolidinylmethoxy)-pyridine), tetrekis(triphenylphosphine)palladium, C(CCC)[Sn](C1=NC=CC=N1)(CCCC)CCCC (tributyl(pyrimidinyl)tin). Run in C1(=CC=CC=C1)C (toluene). The product is ClC1=C(C=C(C=N1)OC[C@H]1N(CCC1)C)C=1C=NC=NC1 (6-Chloro-3-(1-methyl-2-(S)-pyrrolidinylmethoxy)-5-(5-pyrimidinyl)pyridine). Isolated yield 49.9%. RXN SMILES: Br[C:2]1[CH:3]=[C:4]([O:9][CH2:10][C@H:11]2[CH2:15][CH2:14][CH2:13][N:12]2[CH3:16])[CH:5]=[N:6][C:7]=1[Cl:8].C([Sn](CCCC)(CCCC)[C:22]1[N:27]=[CH:26][CH:25]=[CH:24][N:23]=1)CCC>C1(C)C=CC=CC=1>[Cl:8][C:7]1[N:6]=[CH:5][C:4]([O:9][CH2:10][C@@H:11]2[CH2:15][CH2:14][CH2:13][N:12]2[CH3:16])=[CH:3][C:2]=1[C:25]1[CH:24]=[N:23][CH:22]=[N:27][CH:26]=1. Procedure: To the solution of 5-bromo-6-chloro-3-(1-methyl-2-(R)-pyrrolidinylmethoxy)-pyridine (390 mg, 1.27 mmol) in toluene (15 mL) was added tetrekis(triphenylphosphine)palladium (40 mg, 1%) and tributyl(pyrimidinyl)tin (0.57 g, 1.53 mmol). The mixture was stirred and heated under reflux for 6 h. Solvent was evaporated and the residue was chromatographed (silica gel; CH2Cl2 /MeOH, 10:0.3 to 10:1) to afford an oil (193 mg, 50%): 1H NMR (CDCl3, 300 MHz) δ 1.62 (m, 1H), 1.68-1.90 (m, 2H), 2.02 (m, 1H), 2.3... The solvent is C(Cl)Cl (DCM). Procedure: To (S)-tert-butyl (1-(3-(4-chloro-1-methyl-3-(methylsulfonamido)-1H-indazol-7-yl)pyridin-2-yl)-2-(3,5-difluorophenyl)ethyl)carbamate (57A, 3.39 g, 5.73 mmol) in DCM (5 mL) was added trifluoroacetic acid (5 mL). The reaction mixture was stirred at room temperature for 2.5 hours. Upon complete removal of the Boc protecting group, trifluoroacetic anhydride (2.02 mL, 14.31 mmol) was added. The reaction mixture was stirred at room temperature for 30 minutes. Upon completion, the reaction mixture was ... Run at time 2.5 hour. RXN SMILES: [Cl:1][C:2]1[CH:10]=[CH:9][C:8]([C:11]2[C:12]([C@@H:17]([NH:27]C(=O)OC(C)(C)C)[CH2:18][C:19]3[CH:24]=[C:23]([F:25])[CH:22]=[C:21]([F:26])[CH:20]=3)=[N:13][CH:14]=[CH:15][CH:16]=2)=[C:7]2[C:3]=1[C:4]([NH:36][S:37]([CH3:40])(=[O:39])=[O:38])=[N:5][N:6]2[CH3:35].[F:41][C:42]([F:47])([F:46])[C:43](O)=[O:44].FC(F)(F)C(OC(=O)C(F)(F)F)=O>C(Cl)Cl>[Cl:1][C:2]1[CH:10]=[CH:9][C:8]([C:11]2[C:12]([C@@H:17]([NH:27][C:43](=[O:44])[C:42]([F:47])([F:46])[F:41])[CH2:18][C:19]3[CH:20]=[C:21]([F:26])[CH:22]=[C:23]([F:25])[CH:24]=3)=[N:13][CH:14]=[CH:15][CH:16]=2)=[C:7]2[C:3]=1[C:4]([NH:36][S:37]([CH3:40])(=[O:38])=[O:39])=[N:5][N:6]2[CH3:35]. The reactants are ClC1=C2C(=NN(C2=C(C=C1)C=1C(=NC=CC1)[C@H](CC1=CC(=CC(=C1)F)F)NC(OC(C)(C)C)=O)C)NS(=O)(=O)C ((S)-tert-butyl (1-(3-(4-chloro-1-methyl-3-(methylsulfonamido)-1H-indazol-7-yl)pyridin-2-yl)-2-(3,5-difluorophenyl)ethyl)carbamate), FC(C(=O)O)(F)F (trifluoroacetic acid), Boc, FC(C(=O)OC(C(F)(F)F)=O)(F)F (trifluoroacetic anhydride). Yields the product ClC1=C2C(=NN(C2=C(C=C1)C=1C(=NC=CC1)[C@H](CC1=CC(=CC(=C1)F)F)NC(C(F)(F)F)=O)C)NS(=O)(=O)C ((S)—N-(1-(3-(4-chloro-1-methyl-3-(methylsulfonamido)-1H-indazol-7-yl)pyridin-2-yl)-2-(3,5-difluorophenyl)ethyl)-2,2,2-trifluoroacetamide).